From a dataset of the Open Reaction Database (ORD), a public repository of structured organic reaction records. describe an organic reaction: reactants, conditions, products, and yield Reactants: C1=CC(=CC(=C1)Cl)C(=O)OO (mCPBA), solid, C1=CC(=CC(=C1)Cl)C(=O)OO (mCPBA), solid, N1(CC=CC1)C1=CC(=NC(=N1)C1=CC=C(C=C1)OC1=CC=C(C=C1)F)C(=O)N (6-(2,5-dihydro-1H-pyrrol-1-yl)-2-(4-(4-fluorophenoxy)phenyl)pyrimidine-4-carboxamide), C1=CC(=CC(=C1)Cl)C(=O)OO (mCPBA), solid, C1=CC(=CC(=C1)Cl)C(=O)OO (mCPBA), solid, C1=CC(=CC(=C1)Cl)C(=O)OO (mCPBA). Solvent: C(Cl)Cl (DCM), C(Cl)Cl (DCM). Reaction conditions: time 2 hour. Product: C12CN(CC2O1)C1=CC(=NC(=N1)C1=CC=C(C=C1)OC1=CC=C(C=C1)F)C(=O)N (6-(6-oxa-3-azabicyclo[3.1.0]hexan-3-yl)-2-(4-(4-fluorophenoxy)phenyl)pyrimidine-4-carboxamide). Isolated yield 14.7%. RXN SMILES: [N:1]1([C:6]2[N:11]=[C:10]([C:12]3[CH:17]=[CH:16][C:15]([O:18][C:19]4[CH:24]=[CH:23][C:22]([F:25])=[CH:21][CH:20]=4)=[CH:14][CH:13]=3)[N:9]=[C:8]([C:26]([NH2:28])=[O:27])[CH:7]=2)[CH2:5][CH:4]=[CH:3][CH2:2]1.C1C=C(Cl)C=C(C(OO)=[O:37])C=1>C(Cl)Cl>[CH:4]12[O:37][CH:3]1[CH2:2][N:1]([C:6]1[N:11]=[C:10]([C:12]3[CH:17]=[CH:16][C:15]([O:18][C:19]4[CH:24]=[CH:23][C:22]([F:25])=[CH:21][CH:20]=4)=[CH:14][CH:13]=3)[N:9]=[C:8]([C:26]([NH2:28])=[O:27])[CH:7]=1)[CH2:5]2. Procedure: To a suspension of the 6-(2,5-dihydro-1H-pyrrol-1-yl)-2-(4-(4-fluorophenoxy)phenyl)pyrimidine-4-carboxamide (0.333 g, 0.885 mmol) in DCM (25 mL) was added mCPBA (0.201 g, 0.897 mmol, 77% solid). After 2 h, more mCPBA was added (0.198 g, 0.883 mmol, 77% solid). After stirring overnight, more mCPBA was added (0.202 g, 0.901 mmol, 77% solid) and the reaction was heated to reflux. After 5 h, more mCPBA was added (0.200 g, 0.892 mmol, 77% solid). After 2 h, more mCPBA was added (0.202 g, 0.901 mmol, ... Reactants: O[C@]1(C[C@@H](CCC1)C)CNC(=O)C=1C=2C=CC(=NC2C=CC1Cl)Cl (2,6-dichloro-quinoline-5-carboxylic acid ((1R,3R)-1-hydroxy-3methyl-cyclohexylmethyl)-amide), CCN(C(C)C)C(C)C (DIPEA), CN(C1CNCC1)C (3-dimethylamino-pyrrolidine). Yields the product O[C@]1(C[C@@H](CCC1)C)CNC(=O)C=1C=2C=CC(=NC2C=CC1Cl)N1CC(CC1)N(C)C (6-Chloro-2-(3-dimethylamino-pyrrolidin-1-yl)-quinoline-5-carboxylic acid ((1R,3R)-1-hydroxy-3-methyl-cyclohexylmethyl)-amide). As a reaction SMILES: [OH:1][C@:2]1([CH2:9][NH:10][C:11]([C:13]2[C:14]3[CH:15]=[CH:16][C:17](Cl)=[N:18][C:19]=3[CH:20]=[CH:21][C:22]=2[Cl:23])=[O:12])[CH2:7][CH2:6][CH2:5][C@@H:4]([CH3:8])[CH2:3]1.CCN(C(C)C)C(C)C.[CH3:34][N:35]([CH3:41])[CH:36]1[CH2:40][CH2:39][NH:38][CH2:37]1>>[OH:1][C@:2]1([CH2:9][NH:10][C:11]([C:13]2[C:14]3[CH:15]=[CH:16][C:17]([N:38]4[CH2:39][CH2:40][CH:36]([N:35]([CH3:41])[CH3:34])[CH2:37]4)=[N:18][C:19]=3[CH:20]=[CH:21][C:22]=2[Cl:23])=[O:12])[CH2:7][CH2:6][CH2:5][C@@H:4]([CH3:8])[CH2:3]1. Reported procedure: The title compound was synthesized according to the procedure described in example 1 using 2,6-dichloro-quinoline-5-carboxylic acid ((1R,3R)-1-hydroxy-3methyl-cyclohexylmethyl)-amide, DIPEA and 3-dimethylamino-pyrrolidine. 1H NMR (400 MHz, DMSO-d6) δ ppm 8.75 (1H), 7.85 (m, 1H), 7.58 (2H), 7.05 (1H), 4.16 (s, 1H), 4.00 (t, 2H), 3.80 (t, 1H), 3.55 (m, 1H), 3.26 (m, 2H), 2.44 (m, 2H), 2.22 (s, 6H), 2.06 (m, 2H), 1.85 (m, 2H), 1.74-1.76 (m, 5H), 1.27 (t, 1H), 1.07 (t, 1H), 0.83 (d, 3H). m/z: 446 [M...